From a dataset of the Open Reaction Database (ORD), a public repository of structured organic reaction records. describe an organic reaction: reactants, conditions, products, and yield Reactants: CC(C)(C)[S@@](=O)N ((R)-2-methylpropane-2-sulfinamide), FC(C1=CC=C2CCC(C2=C1)=O)(F)F (6-(trifluoromethyl)-2,3-dihydro-1H-inden-1-one). The reagents and catalysts are C(C)O[Ti](OCC)(OCC)OCC (tetraethoxytitanium). Run in C1CCOC1 (THF). Reaction conditions: temperature 75 celsius. Product: CC(C)(C)[S@@](=O)N=C1CCC2=CC=C(C=C12)C(F)(F)F ((R)-2-methyl-N-(6-(trifluoromethyl)-2,3-dihydro-1H-inden-1-ylidene)propane-2-sulfinamide). As a reaction SMILES: [CH3:1][C:2]([S@:5]([NH2:7])=[O:6])([CH3:4])[CH3:3].[F:8][C:9]([F:21])([F:20])[C:10]1[CH:18]=[C:17]2[C:13]([CH2:14][CH2:15][C:16]2=O)=[CH:12][CH:11]=1>C1COCC1.C(O[Ti](OCC)(OCC)OCC)C>[CH3:1][C:2]([S@:5]([N:7]=[C:16]1[C:17]2[C:13](=[CH:12][CH:11]=[C:10]([C:9]([F:8])([F:20])[F:21])[CH:18]=2)[CH2:14][CH2:15]1)=[O:6])([CH3:4])[CH3:3]. Procedure: To a stirred solution of (R)-2-methylpropane-2-sulfinamide (578 mg, 4.77 mmol) and 6-(trifluoromethyl)-2,3-dihydro-1H-inden-1-one (1000 mg, 5.00 mmol) in THF (4 mL) at rt was added tetraethoxytitanium (1.88 mL, 9.08 mmol). The reaction mixture was heated at 75° C. overnight. The reaction mixture was allowed to cool and used directly in the next step. LC-MS (ESI) 304.0 (M+H), RT=2.20 minutes (Method B).